This data is from the Open Reaction Database (ORD), a public repository of structured organic reaction records. The task is: describe an organic reaction: reactants, conditions, products, and yield Run at time 1 hour. Reaction SMILES: [CH3:1][O:2][C:3]1[CH:8]=[CH:7][C:6]([O:9][CH3:10])=[CH:5][CH:4]=1.Cl[C:12]([CH3:20])([CH2:14][CH2:15][C:16](Cl)([CH3:18])[CH3:17])[CH3:13].[Cl-].[Al+3].[Cl-].[Cl-]>ClCCCl>[CH3:1][O:2][C:3]1[C:8]2[C:16]([CH3:18])([CH3:17])[CH2:15][CH2:14][C:12]([CH3:20])([CH3:13])[C:7]=2[C:6]([O:9][CH3:10])=[CH:5][CH:4]=1 |f:2.3.4.5|. Reported procedure: To a solution, stirred at 0° C. under an inert atmosphere, of 165.5 g of 1,4-dimethoxybenzene and 218.7 g of 2,5dichloro-2,5 -dimethyl hexane, obtained in Example I(a), in 750 cm3 of anhydrous 1,2-dichloroethane, there are added, all at once, 31.9 g of powdered anhydrous aluminum chloride. The mixture is stirred for 1 hour at ambient temperature and then left to stand overnight. The next day after 4 hours stirring at this temperature, 600 cm3 of ice water are added. The organic phase is decanted... Product: COC1=CC=C(C=2C(CCC(C12)(C)C)(C)C)OC (1,4-dimethoxy-5,5,8,8-tetramethyl-5,6,7,8-tetrahydro naphthalene). The reactants are ice water, COC1=CC=C(C=C1)OC (1,4-dimethoxybenzene), ClC(C)(CCC(C)(C)Cl)C (2,5dichloro-2,5 -dimethyl hexane), [Cl-].[Al+3].[Cl-].[Cl-] (aluminum chloride). Solvent: ClCCCl (1,2-dichloroethane). Isolated yield 65.7%. The reactants are [BH4-], CN(C)C=O, FC(F)C(F)(F)CI, N#CSc1ccc(N)c([N+](=O)[O-])c1, [Na+], O. Yields the product Nc1ccc(SCC(F)(F)C(F)F)cc1[N+](=O)[O-]. Reaction SMILES: [BH4-:19].[CH3:14][N:15]([CH3:16])[CH:17]=[O:18].[I:21][CH2:22][C:23]([CH:24]([F:25])[F:26])([F:27])[F:28].[NH2:1][c:2]1[c:3]([N+:11](=[O:12])[O-:13])[cH:4][c:5]([S:8][C:9]#[N:10])[cH:6][cH:7]1.[Na+:20].[OH2:29]>>[NH2:1][c:2]1[c:3]([N+:11](=[O:12])[O-:13])[cH:4][c:5]([S:8][CH2:9][C:23]([CH:24]([F:25])[F:26])([F:27])[F:28])[cH:6][cH:7]1.